Dataset: the Open Reaction Database (ORD), a public repository of structured organic reaction records. Task: describe an organic reaction: reactants, conditions, products, and yield The reactants are COc1cc(Br)c(Cl)cc1N, O=N[O-], [Na+], O, O, Cl[Sn]Cl. Product: COc1cc(Br)c(Cl)cc1NN. RXN SMILES: [Cl:1][c:2]1[cH:3][c:4]([NH2:11])[c:5]([O:9][CH3:10])[cH:6][c:7]1[Br:8].[N:12]([O-:13])=[O:14].[Na+:15].[OH2:16].[OH2:17].[Sn:18]([Cl:19])[Cl:20]>>[Cl:1][c:2]1[cH:3][c:4]([NH:11][NH2:12])[c:5]([O:9][CH3:10])[cH:6][c:7]1[Br:8].